This data is from the Open Reaction Database (ORD), a public repository of structured organic reaction records. The task is: describe an organic reaction: reactants, conditions, products, and yield Reaction conditions: time 12 hour. Product: desired product, CC=1C(CC(C1CC=C)=C)O ((RS)-2-methyl-4-methylidene3-(2-propenyl)cyclopent-2-ene-1-ol). RXN SMILES: [CH3:1][C:2]1[C:3]([O:17][SiH3])(C(C)(C)C)[C:4](C)(C)[C:5](=[CH2:10])[C:6]=1[CH2:7][CH:8]=[CH2:9].[F-].C([N+](CCCC)(CCCC)CCCC)CCC>O1CCCC1>[CH3:1][C:2]1[CH:3]([OH:17])[CH2:4][C:5](=[CH2:10])[C:6]=1[CH2:7][CH:8]=[CH2:9] |f:1.2|. The yield is 81.0%. Procedure: 3 To a solution of (RS)-2-methyl-4-methylidene-3-(2-propenyl)-1-tert-butyldimethyl-silyloxycyclopent-2-ene (1.0 g, obtained above) in dry tetrahydrofuran (10 ml) was added a tetrahydrofuran solution (5.7 ml) of 1M tetrabutylammonium fluoride under ice-water cooling. The solution was then stirred at room temperature for 12 hours. The reaction solution was poured into ice-water, and extracted with ether (100 ml×2). The ether layers were combined and washed with brine, and dried over anhydrous sodi... Solvent: O1CCCC1 (tetrahydrofuran), O1CCCC1 (tetrahydrofuran). The reactants are CC=1C(C(C(C1CC=C)=C)(C)C)(C(C)(C)C)O[SiH3] ((RS)-2-methyl-4-methylidene-3-(2-propenyl)-1-tert-butyldimethyl-silyloxycyclopent-2-ene), [F-].C(CCC)[N+](CCCC)(CCCC)CCCC (tetrabutylammonium fluoride), ice water. The reactants are C(C)N=C=O (Ethyl isocyanate), NC1=NN2C(C=C(C=C2N2N=CC=C2)C=2C=NC(=NC2)N2CCC(CC2)(C(=O)OCC)C)=N1 (ethyl 1-{5-[2-amino-5-(1H-pyrazol-1-yl)[1,2,4]triazolo[1,5-a]pyridin-7-yl]pyrimidin-2-yl}-4-methylpiperidine-4-carboxylate). Solvent: O1CCOCC1 (1,4-dioxane). Reaction conditions: temperature 80 celsius, time 22 hour. Product: C(C)NC(=O)NC1=NN2C(C=C(C=C2N2N=CC=C2)C=2C=NC(=NC2)N2CCC(CC2)(C(=O)OCC)C)=N1 (Ethyl 1-(5-{2-[(ethylcarbamoyl)amino]-5-(1H-pyrazol-1-yl)[1,2,4]triazolo[1,5-a]pyridin-7-yl}pyrimidin-2-yl)-4-methylpiperidine-4-carboxylate). As a reaction SMILES: [CH2:1]([N:3]=[C:4]=[O:5])[CH3:2].[NH2:6][C:7]1[N:38]=[C:10]2[CH:11]=[C:12]([C:20]3[CH:21]=[N:22][C:23]([N:26]4[CH2:31][CH2:30][C:29]([CH3:37])([C:32]([O:34][CH2:35][CH3:36])=[O:33])[CH2:28][CH2:27]4)=[N:24][CH:25]=3)[CH:13]=[C:14]([N:15]3[CH:19]=[CH:18][CH:17]=[N:16]3)[N:9]2[N:8]=1>O1CCOCC1>[CH2:1]([NH:3][C:4]([NH:6][C:7]1[N:38]=[C:10]2[CH:11]=[C:12]([C:20]3[CH:25]=[N:24][C:23]([N:26]4[CH2:31][CH2:30][C:29]([CH3:37])([C:32]([O:34][CH2:35][CH3:36])=[O:33])[CH2:28][CH2:27]4)=[N:22][CH:21]=3)[CH:13]=[C:14]([N:15]3[CH:19]=[CH:18][CH:17]=[N:16]3)[N:9]2[N:8]=1)=[O:5])[CH3:2]. Reported procedure: Ethyl isocyanate (143 mg, 2.01 mmol) was added to solution of ethyl 1-{5-[2-amino-5-(1H-pyrazol-1-yl)[1,2,4]triazolo[1,5-a]pyridin-7-yl]pyrimidin-2-yl}-4-methylpiperidine-4-carboxylate (180 mg, 0.40 mmol) in 1,4-dioxane (15 mL) and stirred at 80° C. for 22 h. LCMS showed desired product formation. The resultant black reaction mixture was concentrated in vacuo to give a brown tarry solid which was triturated with EtOAc (10 mL) to give the desired product as a grey solid (88 mg, 42%) MS: 519.23 [M... The reactants are [Al+3], CON(C)C(=O)C1CC(OC2CCCCO2)CN1C(=O)OCc1ccccc1, CCOC(C)=O, [H-], [H-], [H-], [H-], [Li+], C1CCOC1, O. Product: O=CC1CC(OC2CCCCO2)CN1C(=O)OCc1ccccc1. Reaction SMILES: [Al+3:30].[CH3:1][O:2][N:3]([C:4](=[O:5])[CH:6]1[N:7]([C:18](=[O:19])[O:20][CH2:21][c:22]2[cH:23][cH:24][cH:25][cH:26][cH:27]2)[CH2:8][CH:9]([O:11][CH:12]2[O:13][CH2:14][CH2:15][CH2:16][CH2:17]2)[CH2:10]1)[CH3:28].[CH3:35][CH2:36][O:37][C:38](=[O:39])[CH3:40].[H-:29].[H-:32].[H-:33].[H-:34].[Li+:31].[O:42]1[CH2:43][CH2:44][CH2:45][CH2:46]1.[OH2:41]>>[CH:4](=[O:5])[CH:6]1[N:7]([C:18](=[O:19])[O:20][CH2:21][c:22]2[cH:23][cH:24][cH:25][cH:26][cH:27]2)[CH2:8][CH:9]([O:11][CH:12]2[O:13][CH2:14][CH2:15][CH2:16][CH2:17]2)[CH2:10]1. Reactants: FC(CCI)(F)F (3,3,3-trifluoro-1-iodopropane), O (water), C(C)(=O)SC(C(=O)OC)C1CCC2(OCCO2)CC1 (methyl 2-(acetylthio)-2-(1,4-dioxaspiro[4.5]dec-8-yl)acetate), solution, C[O-].[Na+] (sodium methoxide). Run in CO (methanol), CO (methanol). Conditions: time 1 hour. The product is O1CCOC12CCC(CC2)C(C(=O)OC)SCCC(F)(F)F (methyl 2-(1,4-dioxaspiro[4.5]dec-8-yl)-2-(3,3,3-trifluoropropylthio)acetate). The yield is 71.0%. RXN SMILES: [C:1]([S:4][CH:5]([CH:10]1[CH2:19][CH2:18][C:13]2([O:17][CH2:16][CH2:15][O:14]2)[CH2:12][CH2:11]1)[C:6]([O:8][CH3:9])=[O:7])(=O)[CH3:2].C[O-].[Na+].[F:23][C:24]([F:29])([F:28])CCI.O>CO>[O:17]1[C:13]2([CH2:18][CH2:19][CH:10]([CH:5]([S:4][CH2:1][CH2:2][C:24]([F:29])([F:28])[F:23])[C:6]([O:8][CH3:9])=[O:7])[CH2:11][CH2:12]2)[O:14][CH2:15][CH2:16]1 |f:1.2|. Procedure details: To a solution of 4.27 g of methyl 2-(acetylthio)-2-(1,4-dioxaspiro[4.5]dec-8-yl)acetate in 30 ml of methanol was added 3.14 g of a 28% solution of sodium methoxide in methanol at 0° C. under a nitrogen atmosphere. To the mixture was added 4.31 g of 3,3,3-trifluoro-1-iodopropane, and the mixture was stirred at room temperature for 1 hour and then at 70° C. for 1 hours. The reaction mixture was cooled to room temperature, and 100 ml of water was added thereto. The mixture was concentrated to a tot... The reactants are O1C(=NC2=C1C=CC=C2)N(C)CCOC2=CC=C(C=C2)CC(C(=O)OC)Cl (methyl 3-[4-[2-[N-(2-benzoxazolyl)-N-methylamino]ethoxy]phenyl]-2-chloropropanoate), O1CCCC1 (tetrahydrofuran), N (ammonia). Run in CO (methanol). Run at time 2.5 hour. The product is O1C(=NC2=C1C=CC=C2)N(C)CCOC2=CC=C(C=C2)CC(C(=O)N)Cl (3-[4-[2-[N-(2-Benzoxazolyl)-N-methylamino]ethoxy]phenyl]-2-chloropropanamide). RXN SMILES: [O:1]1[C:5]2[CH:6]=[CH:7][CH:8]=[CH:9][C:4]=2[N:3]=[C:2]1[N:10]([CH2:12][CH2:13][O:14][C:15]1[CH:20]=[CH:19][C:18]([CH2:21][CH:22]([Cl:27])[C:23](OC)=[O:24])=[CH:17][CH:16]=1)[CH3:11].O1CCCC1.[NH3:33]>CO>[O:1]1[C:5]2[CH:6]=[CH:7][CH:8]=[CH:9][C:4]=2[N:3]=[C:2]1[N:10]([CH2:12][CH2:13][O:14][C:15]1[CH:20]=[CH:19][C:18]([CH2:21][CH:22]([Cl:27])[C:23]([NH2:33])=[O:24])=[CH:17][CH:16]=1)[CH3:11]. Reported procedure: A mixture of methyl 3-[4-[2-[N-(2-benzoxazolyl)-N-methylamino]ethoxy]phenyl]-2-chloropropanoate (2.36 g), tetrahydrofuran (40 mL), methanol (40 mL) and aqueous ammonia solution (specific gravity 0.88; 40 mL) was stirred at room temperature for 2.5 hrs. The organic solvents were evaporated in vacuo and the residue was diluted with water (1 L) and extracted with dichloromethane (3×400 mL). The combined dichloromethane layers were washed with dilute hydrochloric acid solution (2M; 400 mL), water (1...